From a dataset of the Open Reaction Database (ORD), a public repository of structured organic reaction records. describe an organic reaction: reactants, conditions, products, and yield The reactants are FC(C1=CC=C(C=C1)C=1C=C2C(=CNC2=CC1)CC#N)(F)F ([5-(4-trifluoromethyl-phenyl)-1H-indol-3-yl]-acetonitrile), [H-].[Na+] (sodium hydride), IC (iodomethane). The solvent is C1CCOC1 (THF). Product: CN1C=C(C2=CC(=CC=C12)C1=CC=C(C=C1)C(F)(F)F)CC#N ([1-Methyl-5-(4-trifluoromethyl-phenyl)-1H-indol-3-yl]-acetonitrile). Yield: 59.8%. Reaction SMILES: [F:1][C:2]([F:22])([F:21])[C:3]1[CH:8]=[CH:7][C:6]([C:9]2[CH:10]=[C:11]3[C:15](=[CH:16][CH:17]=2)[NH:14][CH:13]=[C:12]3[CH2:18][C:19]#[N:20])=[CH:5][CH:4]=1.[H-].[Na+].I[CH3:26]>C1COCC1>[CH3:26][N:14]1[C:15]2[C:11](=[CH:10][C:9]([C:6]3[CH:7]=[CH:8][C:3]([C:2]([F:21])([F:1])[F:22])=[CH:4][CH:5]=3)=[CH:17][CH:16]=2)[C:12]([CH2:18][C:19]#[N:20])=[CH:13]1 |f:1.2|. Procedure: [1-Methyl-5-(4-trifluoromethyl-phenyl)-1H-indol-3-yl]-acetonitrile was prepared from [5-(4-trifluoromethyl-phenyl)-1H-indol-3-yl]-acetonitrile (0.377 g, 1.26 mmol), sodium hydride (0.117 g, 2.93 mmol of a 60% dispersion on mineral oil), iodomethane ( 0.17 mL, 2.8 mmol) and THF (10 mL) according to the procedure described in Step 2 of Example 1. Purification by flash chromatography using 5-15% ethyl acetate in hexane as an eluant afforded the title compound as a yellow semi-solid (0.237 g, 60%), ...